This data is from the Open Reaction Database (ORD), a public repository of structured organic reaction records. The task is: describe an organic reaction: reactants, conditions, products, and yield Starting materials: COc1ccc(Br)cc1[N+](=O)[O-], C1CCOC1, CN1CCNCC1, CN(C)c1ccccc1-c1ccccc1P(C1CCCCC1)C1CCCCC1, [K+], [K+], [K+], CC(=O)[O-], CC(=O)[O-], O=P([O-])([O-])[O-], [Pd+2]. The product is COc1ccc(N2CCN(C)CC2)cc1[N+](=O)[O-]. RXN SMILES: [Br:37][c:38]1[cH:39][c:40]([N+:46](=[O:47])[O-:48])[c:41]([O:44][CH3:45])[cH:42][cH:43]1.[CH2:56]1[O:57][CH2:58][CH2:59][CH2:60]1.[CH3:49][N:50]1[CH2:51][CH2:52][NH:53][CH2:54][CH2:55]1.[CH:1]1([P:2]([CH:3]2[CH2:4][CH2:5][CH2:6][CH2:7][CH2:8]2)[c:9]2[cH:10][cH:11][cH:12][cH:13][c:14]2-[c:15]2[cH:16][cH:17][cH:18][cH:19][c:20]2[N:21]([CH3:22])[CH3:23])[CH2:24][CH2:25][CH2:26][CH2:27][CH2:28]1.[K+:34].[K+:35].[K+:36].[O-:62][C:63]([CH3:64])=[O:65].[O-:66][C:67]([CH3:68])=[O:69].[P:29]([O-:30])([O-:31])([O-:32])=[O:33].[Pd+2:61]>>[c:38]1([N:53]2[CH2:52][CH2:51][N:50]([CH3:49])[CH2:55][CH2:54]2)[cH:39][c:40]([N+:46](=[O:47])[O-:48])[c:41]([O:44][CH3:45])[cH:42][cH:43]1. Reaction conditions: time 2 hour. Solvent: N1=CC=CC=C1 (pyridine). RXN SMILES: [NH2:1][N:2]=[CH:3][NH:4][C:5]1[CH:13]=[CH:12][C:8]([C:9]([OH:11])=[O:10])=[CH:7][CH:6]=1.Cl.[C:15]([C:18]1[CH:19]=[C:20]2[C:25](=[CH:26][CH:27]=1)[C:24]([C:28]([O:30][CH3:31])=[O:29])=[C:23](O)[CH:22]=[CH:21]2)(=[NH:17])[NH2:16].CS([O-])(=O)=O.C1CCC(N=C=NC2CCCCC2)CC1>N1C=CC=CC=1>[NH2:1][N:2]=[CH:3][NH:4][C:5]1[CH:13]=[CH:12][C:8]([C:9]([O:11][C:23]2[CH:22]=[CH:21][C:20]3[C:25](=[CH:26][CH:27]=[C:18]([C:15](=[NH:16])[NH2:17])[CH:19]=3)[C:24]=2[C:28]([O:30][CH3:31])=[O:29])=[O:10])=[CH:7][CH:6]=1. The product is NN=CNC1=CC=C(C(=O)OC2=C(C3=CC=C(C=C3C=C2)C(N)=N)C(=O)OC)C=C1 (6-amidino-1-methoxycarbonyl-2-naphthyl 4-aminoiminomethylaminobenzoate). Starting materials: CS(=O)(=O)[O-] (methanesulfonate), C1CCC(CC1)N=C=NC2CCCCC2 (DCC), Cl (hydro-chloride), C(N)(=N)C=1C=C2C=CC(=C(C2=CC1)C(=O)OC)O (6-amidino-1-methoxycarbonyl-2-naphthol), NN=CNC1=CC=C(C(=O)O)C=C1 (4-aminoiminomethylaminobenzoic acid). Procedure details: 50 Milliliters of anhydrous pyridine was added to 1.9 g of 4-aminoiminomethylaminobenzoic acid.hydro-chloride, 3.0 g of of 6-amidino-1-methoxycarbonyl-2-naphthol.methanesulfonate, and 2.2 g of DCC, followed by stirring for 2 hours under cooling with ice and 24 hours at room temperature. The precipitate was collected by filtration and washed with a small amount of pyridine. To the collected precipitate was added 30 ml of water, followed by stirring for 1 hour. Insoluble matter was filtered off an... Product: CS(=O)(=O)C1=CC=C(C=C1)C1=CC(=CC=2C=C3N(C12)CCCNC3=O)C#N (7-(4-Methylsulfonylphenyl)-1-oxo-2,3,4,5-tetrahydro-[1,4]diazepino[1,2-a]indole-9-carbonitrile). Reaction SMILES: Br[C:2]1[C:10]2[N:9]3[CH2:11][CH2:12][CH2:13][NH:14][C:15](=[O:16])[C:8]3=[CH:7][C:6]=2[CH:5]=[C:4]([C:17]#[N:18])[CH:3]=1.[CH3:19][S:20]([C:23]1[CH:28]=[CH:27][C:26](B(O)O)=[CH:25][CH:24]=1)(=[O:22])=[O:21]>>[CH3:19][S:20]([C:23]1[CH:28]=[CH:27][C:26]([C:2]2[C:10]3[N:9]4[CH2:11][CH2:12][CH2:13][NH:14][C:15](=[O:16])[C:8]4=[CH:7][C:6]=3[CH:5]=[C:4]([C:17]#[N:18])[CH:3]=2)=[CH:25][CH:24]=1)(=[O:22])=[O:21]. Reported procedure: The title compound, light grey solid (93 mg, 98%), MS (ISP) m/z=380.3 [(M+H)+], mp 305.5° C., was prepared in accordance with the general method of example 1 from 7-bromo-1-oxo-2,3,4,5-tetrahydro-[1,4]diazepino[1,2-a]indole-9-carbonitrile (intermediate 20) (76.0 mg, 0.25 mmol) and commercially available 4-methanesulfonyl-phenylboronic acid (65.0 mg, 0.325 mmol). Reactants: solid, BrC1=CC(=CC=2C=C3N(C12)CCCNC3=O)C#N (7-bromo-1-oxo-2,3,4,5-tetrahydro-[1,4]diazepino[1,2-a]indole-9-carbonitrile), BrC1=CC(=CC=2C=C3N(C12)CCCNC3=O)C#N (7-bromo-1-oxo-2,3,4,5-tetrahydro-[1,4]diazepino[1,2-a]indole-9-carbonitrile), CS(=O)(=O)C1=CC=C(C=C1)B(O)O (4-methanesulfonyl-phenylboronic acid). Starting materials: C[C@H]1[C@H](C(C)=O)[C@]2(CC[C@@H]3[C@]4(C=CC(C=C4CC[C@H]3[C@@H]2C1)=O)C)C (16α-Methylpregna-1,4-diene-3,20-dione), II (iodine), [Cl-].[Ca+2].[Cl-] (calcium chloride), [Cl-].[Ca+2].[Cl-] (calcium chloride), [O-2].[Ca+2] (Calcium oxide), steroid. The solvent is CO (methanol), CO (methanol), C(Cl)Cl (methylene chloride), C(Cl)(Cl)(Cl)Cl (carbon tetrachloride), CO (methanol). Conditions: time 15 minute. Yields the product ICC([C@H]1[C@@H](C[C@H]2[C@@H]3CCC4=CC(C=C[C@]4(C)[C@H]3CC[C@]12C)=O)C)=O (21-Iodo-16α-methylpregna-1,4-diene-3,20-dione). RXN SMILES: [CH3:1][C@@H:2]1[CH2:21][C@@H:20]2[C@:7]([CH3:24])([CH2:8][CH2:9][C@H:10]3[C@H:19]2[CH2:18][CH2:17][C:16]2[C@:11]3([CH3:23])[CH:12]=[CH:13][C:14](=[O:22])[CH:15]=2)[C@H:3]1[C:4](=[O:6])[CH3:5].[Cl-].[Ca+2].[Cl-].[O-2].[Ca+2].[I:30]I>CO.C(Cl)Cl.C(Cl)(Cl)(Cl)Cl>[I:30][CH2:5][C:4](=[O:6])[C@@H:3]1[C@:7]2([CH3:24])[C@H:20]([C@H:19]3[C@H:10]([CH2:9][CH2:8]2)[C@:11]2([CH3:23])[C:16](=[CH:15][C:14](=[O:22])[CH:13]=[CH:12]2)[CH2:17][CH2:18]3)[CH2:21][C@H:2]1[CH3:1] |f:1.2.3,4.5|. Reported procedure: 16α-Methylpregna-1,4-diene-3,20-dione (2.26 g), carbon tetrachloride (15 ml), methanol (7.3 ml) and calcium chloride in methanol (10%, 0.24 ml) are combined and stirred for 15 min at 20°-25°. Calcium oxide (2.50 g) is added and the mixture stirred an additional 5 min. A mixture of iodine (3.54 g), calcium chloride (10%, 5.4 ml) and methanol (2.4 ml) is added dropwise over 1 hr to the steroid mixture. After an additional 30 min the mixture is diluted with methylene chloride (100 ml), filtered thr... The reactants are Cl[Si](C)(C)C (ClSiMe3), Cl[Sn](Cl)(Cl)Cl (SnCl4), C(C)(=O)O[C@@H]1[C@@H](OC(C2=CC=CC=C2)=O)[C@@H](OC(C2=CC=CC=C2)=O)[C@@H](O1)COC(C1=CC=CC=C1)=O (1-O-acetyl-2,3,5-tri-O-benzoyl-β-L-ribofuranose), C1=CN=CN=C1 (pyrimidine base), C[Si](C)(C)N[Si](C)(C)C (HMDS). Run in CC#N (MeCN). Yields the product C(C1=CC=CC=C1)(=O)O[C@@H]1[C@H](O[C@H]([C@@H]1OC(C1=CC=CC=C1)=O)COC(C1=CC=CC=C1)=O)C1=NC=CC=N1 (2,3,5-tri-O-benzoyl-β-L-ribofuranosyl pyrimidine). RXN SMILES: C(O[C@H:5]1[O:27][C@@H:26]([CH2:28][O:29][C:30](=[O:37])[C:31]2[CH:36]=[CH:35][CH:34]=[CH:33][CH:32]=2)[C@H:16]([O:17][C:18](=[O:25])[C:19]2[CH:24]=[CH:23][CH:22]=[CH:21][CH:20]=2)[C@@H:6]1[O:7][C:8](=[O:15])[C:9]1[CH:14]=[CH:13][CH:12]=[CH:11][CH:10]=1)(=O)C.[CH:38]1[CH:43]=[N:42][CH:41]=[N:40][CH:39]=1.C[Si](N[Si](C)(C)C)(C)C.Cl[Si](C)(C)C.Cl[Sn](Cl)(Cl)Cl>CC#N>[C:8]([O:7][C@H:6]1[C@@H:16]([O:17][C:18](=[O:25])[C:19]2[CH:20]=[CH:21][CH:22]=[CH:23][CH:24]=2)[C@H:26]([CH2:28][O:29][C:30](=[O:37])[C:31]2[CH:32]=[CH:33][CH:34]=[CH:35][CH:36]=2)[O:27][C@@H:5]1[C:41]1[N:42]=[CH:43][CH:38]=[CH:39][N:40]=1)(=[O:15])[C:9]1[CH:14]=[CH:13][CH:12]=[CH:11][CH:10]=1. Reported procedure: To a mixture of 1-O-acetyl-2,3,5-tri-O-benzoyl-β-L-ribofuranose (1 mol) and pyrimidine base (1 mol) in anhydrous MeCN are successively added HMDS (1 mol), ClSiMe3 (0.8 mol) and SnCl4 (1.2 mol). The resulting clear solution is refluxed for 1 hour when TLC indicates completion of the reaction. The solvent is evaporated and the residue dissolved in EtOAc, washed with NaHCO3 and H2O. The EtOAc layer is dried, filtered and evaporated to give the crude product, which is either crystallized or purified... The reactants are O=C([O-])[O-], NCc1ccccc1, CS(=O)(=O)OCCc1ccoc1CCOS(C)(=O)=O, [K+], [K+], C1COCCO1. The product is c1ccc(CN2CCc3ccoc3CC2)cc1. RXN SMILES: [C:20](=[O:21])([O-:22])[O-:23].[CH2:26]([c:27]1[cH:28][cH:29][cH:30][cH:31][cH:32]1)[NH2:33].[CH3:1][S:2]([O:3][CH2:6][CH2:7][c:8]1[o:9][cH:10][cH:11][c:12]1[CH2:13][CH2:14][O:4][S:5]([CH3:15])(=[O:16])=[O:17])(=[O:18])=[O:19].[K+:24].[K+:25].[O:34]1[CH2:35][CH2:36][O:37][CH2:38][CH2:39]1>>[CH2:6]1[CH2:7][c:8]2[o:9][cH:10][cH:11][c:12]2[CH2:13][CH2:14][N:33]1[CH2:26][c:27]1[cH:28][cH:29][cH:30][cH:31][cH:32]1.